Dataset: the Open Reaction Database (ORD), a public repository of structured organic reaction records. Task: describe an organic reaction: reactants, conditions, products, and yield Starting materials: ester, C1OC=2C=C(C=CC2O1)CC(=O)N (3,4-methylenedioxyphenylacetamide), ClC1=CC=C(C=O)C=C1 (parachlorobenzaldehyde), solution. Solvent: C([O-])([O-])=O.[Na+].[Na+] (sodium carbonate). Reaction conditions: temperature 100 celsius, time 8 hour. Yields the product ClC1=CC=C(C=C1)C1NC(CC2=CC3=C(C=C12)OCO3)=O (1-(4-chlorophenyl)-6,7-methylenedioxy-1,4-dihydroisoquinol-3-one). The yield is 19.0%. As a reaction SMILES: [CH2:1]1[O:9][C:8]2[CH:7]=[CH:6][C:5]([CH2:10][C:11]([NH2:13])=[O:12])=[CH:4][C:3]=2[O:2]1.[Cl:14][C:15]1[CH:22]=[CH:21][C:18]([CH:19]=O)=[CH:17][CH:16]=1>C(=O)([O-])[O-].[Na+].[Na+]>[Cl:14][C:15]1[CH:22]=[CH:21][C:18]([CH:19]2[C:6]3[C:5](=[CH:4][C:3]4[O:2][CH2:1][O:9][C:8]=4[CH:7]=3)[CH2:10][C:11](=[O:12])[NH:13]2)=[CH:17][CH:16]=1 |f:2.3.4|. Procedure details: A flask containing polyphosphoric ester (90 g) was held at 100° C. (oil bath temperature). A mixture of 3,4-methylenedioxyphenylacetamide (22 g, 123 mmol) and parachlorobenzaldehyde (17.1 g, 122 mmol) was added in three portions over half an hour, with stirring. The solution (dark red) was heated at 100° C. for 5 h and poured onto ice (400 ml). A 10% solution (aqueous) of sodium carbonate (2 liters) was added and the mixture was left overnight. The resulting oily gum was extracted with chlorofor... The reactants are ClC1=C(C(=CC=C1)F)C=1SC=2C(NC=CC2N1)=O (2-(2-chloro-6-fluorophenyl)thiazolo[5,4-c]pyridin-4(5H)-one), P(=O)(Br)(Br)Br (POBr3). Run in CC#N (MeCN). Run at temperature 100 celsius. Product: BrC1=NC=CC2=C1SC(=N2)C2=C(C=CC=C2F)Cl (4-Bromo-2-(2-chloro-6-fluorophenyl)thiazolo[5,4-c]pyridine). Yield: 58.2%. As a reaction SMILES: [Cl:1][C:2]1[CH:7]=[CH:6][CH:5]=[C:4]([F:8])[C:3]=1[C:9]1[S:10][C:11]2[C:12](=O)[NH:13][CH:14]=[CH:15][C:16]=2[N:17]=1.P(Br)(Br)([Br:21])=O>CC#N>[Br:21][C:12]1[C:11]2[S:10][C:9]([C:3]3[C:4]([F:8])=[CH:5][CH:6]=[CH:7][C:2]=3[Cl:1])=[N:17][C:16]=2[CH:15]=[CH:14][N:13]=1. Procedure: To a stirred solution of 2-(2-chloro-6-fluorophenyl)thiazolo[5,4-c]pyridin-4(5H)-one (0.30 g, 1.1 mmol) in MeCN (50 mL), was added POBr3 (0.92 g, 3.2 mmol). The mixture was heated at 100° C. for 2 hours and then cooled to room temperature. The reaction was quenched with ice and extracted with EtOAc (3×20 mL). The combined organic extract was washed with saturated NaHCO3 solution (100 mL) and brine (100 mL), dried over Na2SO4 and concentrated under reduced pressure. The residue was purified by si... The product is COc1c([N+](=O)[O-])cccc1[N+](=O)[O-]. Reactants: C[O-], CO, O=[N+]([O-])c1cccc([N+](=O)[O-])c1Cl, [Na+], O. As a reaction SMILES: [CH3:14][O-:15].[CH3:17][OH:18].[Cl:1][c:2]1[c:3]([N+:11](=[O:12])[O-:13])[cH:4][cH:5][cH:6][c:7]1[N+:8](=[O:9])[O-:10].[Na+:16].[OH2:19]>>[c:2]1([O:15][CH3:14])[c:3]([N+:11](=[O:12])[O-:13])[cH:4][cH:5][cH:6][c:7]1[N+:8](=[O:9])[O-:10]. Starting materials: Cc1ccc(OB([O-])[O-])cc1, CC(C)(C)OC(=O)C1=Cc2cc(Br)ccc2OC1, O=C([O-])[O-], CCO, [K+], [K+], O, Cc1ccccc1. Product: Cc1ccc(-c2ccc3c(c2)C=C(C(=O)OC(C)(C)C)CO3)cc1. RXN SMILES: [B:19]([O-:20])([O-:28])[O:29][c:21]1[cH:22][cH:23][c:24]([CH3:27])[cH:25][cH:26]1.[Br:1][c:2]1[cH:3][cH:4][c:5]2[c:6]([cH:18]1)[CH:7]=[C:8]([C:11](=[O:12])[O:13][C:14]([CH3:15])([CH3:16])[CH3:17])[CH2:9][O:10]2.[C:30](=[O:31])([O-:32])[O-:33].[CH2:37]([OH:38])[CH3:39].[K+:34].[K+:35].[OH2:36].[c:40]1([CH3:41])[cH:42][cH:43][cH:44][cH:45][cH:46]1>>[c:2]1(-[c:21]2[cH:22][cH:23][c:24]([CH3:27])[cH:25][cH:26]2)[cH:3][cH:4][c:5]2[c:6]([cH:18]1)[CH:7]=[C:8]([C:11](=[O:12])[O:13][C:14]([CH3:15])([CH3:16])[CH3:17])[CH2:9][O:10]2. Procedure: Prepare according to the method of example 57.8 using 3-[3-(3,4-dichloro-phenyl)-1-(3,4,5-trimethoxy-benzyl)-pyrrolidin-3-yl]-propyl-bromide (5 mmol) and 4-phenyl-piperidine-4-carboxylic acid amide hydrochloride (7.5 mmol, 1.5 eq.). Chromatograph on silica gel to give the title compound. Reactants: ClC=1C=C(C=CC1Cl)C1(CN(CC1)CC1=CC(=C(C(=C1)OC)OC)OC)CCCBr (3-[3-(3,4-dichloro-phenyl)-1-(3,4,5-trimethoxy-benzyl)-pyrrolidin-3-yl]-propyl-bromide), Cl.C1(=CC=CC=C1)C1(CCNCC1)C(=O)N (4-phenyl-piperidine-4-carboxylic acid amide hydrochloride). As a reaction SMILES: [Cl:1][C:2]1[CH:3]=[C:4]([C:9]2([CH2:27][CH2:28][CH2:29]Br)[CH2:13][CH2:12][N:11]([CH2:14][C:15]3[CH:20]=[C:19]([O:21][CH3:22])[C:18]([O:23][CH3:24])=[C:17]([O:25][CH3:26])[CH:16]=3)[CH2:10]2)[CH:5]=[CH:6][C:7]=1[Cl:8].Cl.[C:32]1([C:38]2([C:44]([NH2:46])=[O:45])[CH2:43][CH2:42][NH:41][CH2:40][CH2:39]2)[CH:37]=[CH:36][CH:35]=[CH:34][CH:33]=1>>[Cl:1][C:2]1[CH:3]=[C:4]([C:9]2([CH2:27][CH2:28][CH2:29][N:41]3[CH2:40][CH2:39][C:38]([C:32]4[CH:33]=[CH:34][CH:35]=[CH:36][CH:37]=4)([C:44]([NH2:46])=[O:45])[CH2:43][CH2:42]3)[CH2:13][CH2:12][N:11]([CH2:14][C:15]3[CH:20]=[C:19]([O:21][CH3:22])[C:18]([O:23][CH3:24])=[C:17]([O:25][CH3:26])[CH:16]=3)[CH2:10]2)[CH:5]=[CH:6][C:7]=1[Cl:8] |f:1.2|. Product: ClC=1C=C(C=CC1Cl)C1(CN(CC1)CC1=CC(=C(C(=C1)OC)OC)OC)CCCN1CCC(CC1)(C(=O)N)C1=CC=CC=C1 (1-[3-[3-(3,4-dichloro-phenyl)-1-(3,4,5-trimethoxy-benzyl)-pyrrolidin-3-yl]-propyl]-4-phenyl-piperidine-4-carboxylic acid amide). Starting materials: COc1cc2ccc(-c3cc4c(cc3[N+](=O)[O-])OCO4)cc2cc1OC, CCOC(C)=O, [Pd]. Product: COc1cc2ccc(-c3cc4c(cc3N)OCO4)cc2cc1OC. RXN SMILES: [CH2:1]1[O:2][c:3]2[cH:4][c:5]([N+:24]([O-:25])=[O:26])[c:6](-[c:10]3[cH:11][c:12]4[cH:13][c:14]([O:22][CH3:23])[c:15]([O:20][CH3:21])[cH:16][c:17]4[cH:18][cH:19]3)[cH:7][c:8]2[O:9]1.[CH3:27][CH2:28][O:29][C:30](=[O:31])[CH3:32].[Pd:33]>>[CH2:1]1[O:2][c:3]2[cH:4][c:5]([NH2:24])[c:6](-[c:10]3[cH:11][c:12]4[cH:13][c:14]([O:22][CH3:23])[c:15]([O:20][CH3:21])[cH:16][c:17]4[cH:18][cH:19]3)[cH:7][c:8]2[O:9]1. Reaction SMILES: [Br:2][c:3]1[cH:4][c:5]([CH3:9])[cH:6][cH:7][cH:8]1.[CH3:10][N:11]1[CH2:12][CH2:13][C:14](=[O:17])[CH2:15][CH2:16]1.[Cl-:18].[Mg:1].[NH4+:19]>>[c:3]1([C:14]2([OH:17])[CH2:13][CH2:12][N:11]([CH3:10])[CH2:16][CH2:15]2)[cH:4][c:5]([CH3:9])[cH:6][cH:7][cH:8]1. Product: Cc1cccc(C2(O)CCN(C)CC2)c1. Reactants: Cc1cccc(Br)c1, CN1CCC(=O)CC1, [Cl-], [Mg], [NH4+]. Starting materials: NCCCC1=NNC=C1 (3-(3-aminopropyl)pyrazole), S(=O)(=O)([O-])[O-].CSC(=[NH2+])N.CSC(=[NH2+])N (S-methylthiouronium sulphate), CO (methanol), CO (methanol). The solvent is C(C)O (ethanol). Reaction conditions: time 1 hour. Yields the product S(=O)(=O)(O)O.N1N=C(C=C1)CCCNC(=N)N.N1N=C(C=C1)CCCNC(=N)N (3-(3-pyrazolyl) propylguanidine hemisulphate). Reaction SMILES: [NH2:1][CH2:2][CH2:3][CH2:4][C:5]1[CH:9]=[CH:8][NH:7][N:6]=1.[S:10]([O-:14])([O-:13])(=[O:12])=[O:11].CS[C:17]([NH2:19])=[NH2+:18].CS[C:22]([NH2:24])=[NH2+:23].CO>C(O)C>[S:10]([OH:14])([OH:13])(=[O:12])=[O:11].[NH:7]1[CH:8]=[CH:9][C:5]([CH2:4][CH2:3][CH2:2][NH:1][C:17]([NH2:19])=[NH:18])=[N:6]1.[NH:7]1[CH:8]=[CH:9][C:5]([CH2:4][CH2:3][CH2:2][NH:1][C:22]([NH2:24])=[NH:23])=[N:6]1 |f:1.2.3,6.7.8|. Procedure: An intimate mixture of 3-(3-aminopropyl)pyrazole (4.7 g) and S-methylthiouronium sulphate (4.9 g) is fused at 140° C for one hour. After cooling, methanol is added and the filtered methanol solution is subsequently diluted with ethanol. The solid obtained is recrystallised from methanol-ethanol affording 3-(3-pyrazolyl) propylguanidine hemisulphate, m.p. 210° C. The reactants are [OH-].[Na+] (Sodium hydroxide), CN1C(=NC(=C1C)C=O)C1=CC=C(C=C1)C(F)(F)F (1,5-dimethyl-4-formyl-2-(4-trifluoromethylphenyl)imidazole), C(#N)[BH3-].[Na+] (Sodium cyanoborohydride), COC1=C(C=CC(=C1OC)OC)CN1CCNCC1 (1-(2,3,4-trimethoxyphenylmethyl)piperazine), resultant solution. Reagents/catalysts: CC([O-])C.[Ti+4].CC([O-])C.CC([O-])C.CC([O-])C (titanium(IV)isopropoxide). Solvent: C(C)O (Ethanol). Run at time 1 hour. The product is COC1=C(C=CC(=C1OC)OC)CN1CCN(CC1)CC=1N=C(N(C1C)C)C1=CC=C(C=C1)C(F)(F)F (1-(2,3,4-trimethoxyphenyl)methyl-4-[(2-(4-trifluoromethylphenyl)-1,5-dimethylimidazol-4-yl)methyl]piperazine). The yield is 46.6%. As a reaction SMILES: [CH3:1][N:2]1[C:6]([CH3:7])=[C:5]([CH:8]=O)[N:4]=[C:3]1[C:10]1[CH:15]=[CH:14][C:13]([C:16]([F:19])([F:18])[F:17])=[CH:12][CH:11]=1.[CH3:20][O:21][C:22]1[C:27]([O:28][CH3:29])=[C:26]([O:30][CH3:31])[CH:25]=[CH:24][C:23]=1[CH2:32][N:33]1[CH2:38][CH2:37][NH:36][CH2:35][CH2:34]1.C([BH3-])#N.[Na+].[OH-].[Na+]>CC(C)[O-].[Ti+4].CC(C)[O-].CC(C)[O-].CC(C)[O-].C(O)C>[CH3:20][O:21][C:22]1[C:27]([O:28][CH3:29])=[C:26]([O:30][CH3:31])[CH:25]=[CH:24][C:23]=1[CH2:32][N:33]1[CH2:34][CH2:35][N:36]([CH2:8][C:5]2[N:4]=[C:3]([C:10]3[CH:15]=[CH:14][C:13]([C:16]([F:17])([F:18])[F:19])=[CH:12][CH:11]=3)[N:2]([CH3:1])[C:6]=2[CH3:7])[CH2:37][CH2:38]1 |f:2.3,4.5,6.7.8.9.10|. Reported procedure: A solution of 1,5-dimethyl-4-formyl-2-(4-trifluoromethylphenyl)imidazole (0.5 g), 1-(2,3,4-trimethoxyphenylmethyl)piperazine (0.54 g), and titanium(IV)isopropoxide (0.73 g) was allowed to stand for 1 hour at room temperature. Ethanol (10 ml) was added, and the resultant solution was stirred for 1 hour. Sodium cyanoborohydride (90 mg) was then added, and the mixture stirred overnight. Sodium hydroxide was then added until the pH was just over 7, the solvent removed under reduced pressure, and the... Product: NC1=C(C=CC=C1)NC(=O)[C@H]1CN(CCC1)C(=O)OC(C)(C)C ((R)-tert-Butyl 3-(2-aminophenylcarbamoyl)piperidine-1-carboxylate). Procedure details: (R)-1-(tert-Butoxycarbonyl)piperidine-3-carboxylic acid (17.45 mmol, 4.0 g) and benzene-1,2-diamine (17.45 mmol, 1.87 g) were added to a 100 mL round-bottomed flask equipped for stirring under nitrogen. DMF (30 mL) and 4-methylmorpholine (52.35 mmol, 5.76 mL) were added and the resultant solution was allowed to stir for 5 min at room temperature. N1-((ethylimino)methylene)-N3,N3-dimethylpropane-1,3-diamine hydrochloride (20.94 mmol, 4.01 g) and 1H-benzo[d][1,2,3]triazol-1-ol (20.94 mmol, 2.83 g)... Solvent: CN(C)C=O (DMF), O (water). Reaction SMILES: [C:1]([O:5][C:6]([N:8]1[CH2:13][CH2:12][CH2:11][C@@H:10]([C:14]([OH:16])=O)[CH2:9]1)=[O:7])([CH3:4])([CH3:3])[CH3:2].[C:17]1([NH2:24])[C:18]([NH2:23])=[CH:19][CH:20]=[CH:21][CH:22]=1.CN1CCOCC1.Cl.C(N=C=NCCCN(C)C)C.N1(O)C2C=CC=CC=2N=N1>O.CN(C=O)C>[NH2:23][C:18]1[CH:19]=[CH:20][CH:21]=[CH:22][C:17]=1[NH:24][C:14]([C@@H:10]1[CH2:11][CH2:12][CH2:13][N:8]([C:6]([O:5][C:1]([CH3:2])([CH3:3])[CH3:4])=[O:7])[CH2:9]1)=[O:16] |f:3.4|. Reactants: CN1CCOCC1 (4-methylmorpholine), Cl.C(C)N=C=NCCCN(C)C (N1-((ethylimino)methylene)-N3,N3-dimethylpropane-1,3-diamine hydrochloride), N1(N=NC2=C1C=CC=C2)O (1H-benzo[d][1,2,3]triazol-1-ol), resultant solution, C(C)(C)(C)OC(=O)N1C[C@@H](CCC1)C(=O)O ((R)-1-(tert-Butoxycarbonyl)piperidine-3-carboxylic acid), C=1(C(=CC=CC1)N)N (benzene-1,2-diamine).